This data is from the Open Reaction Database (ORD), a public repository of structured organic reaction records. The task is: describe an organic reaction: reactants, conditions, products, and yield Reactants: ClB(Cl)Cl, COc1cc(C=C2C(=O)OCC2Cc2cc(OC)c3c(c2)OCO3)cc(OC)c1OC, ClCCl. Yields the product COc1cc(CC2COC(=O)C2=Cc2cc(OC)c(OC)c(OC)c2)cc(O)c1O. Reaction SMILES: [B:32]([Cl:33])([Cl:34])[Cl:35].[CH3:1][O:2][c:3]1[c:4]2[c:5]([cH:6][c:7]([CH2:9][CH:10]3[C:11](=[CH:16][c:17]4[cH:18][c:19]([O:27][CH3:28])[c:20]([O:25][CH3:26])[c:21]([O:23][CH3:24])[cH:22]4)[C:12](=[O:13])[O:14][CH2:15]3)[cH:8]1)[O:29][CH2:30][O:31]2.[Cl:36][CH2:37][Cl:38]>>[CH3:1][O:2][c:3]1[c:4]([OH:31])[c:5]([OH:29])[cH:6][c:7]([CH2:9][CH:10]2[C:11](=[CH:16][c:17]3[cH:18][c:19]([O:27][CH3:28])[c:20]([O:25][CH3:26])[c:21]([O:23][CH3:24])[cH:22]3)[C:12](=[O:13])[O:14][CH2:15]2)[cH:8]1. The reactants are O (water), C(#N)C1=C(N(C=2N(C1)C(C(C2)=O)C(=O)OCC)C)C2=CC=C(C=C2)OC (3-cyano-6-ethoxycarbonyl-2-(4-methoxyphenyl)- 1-methyl-4H -pyrrolo[1,2-a]pyrimid-7-one), FC1=C(CBr)C=CC=C1 (2-fluorobenzyl bromide). Reagents/catalysts: [Ag-]=O (silver(I) oxide). Run in CN(C)C=O (DMF). Reaction conditions: time 2 day. Product: C(#N)C=1C(N(C=2N(C1CC1=C(C=CC=C1)F)C(C(C2)=O)C(=O)OCC)C)C2=CC=C(C=C2)OC (3-Cyano-6-ethoxycarbonyl-4-(2-fluorobenzyl)-2-(4-methoxyphenyl)-1-methylpyrrolo[1,2-a]pyrimid-7-one), crystals. Isolated yield 52.0%. Reaction SMILES: [C:1]([C:3]1[CH2:8][N:7]2[CH:9]([C:13]([O:15][CH2:16][CH3:17])=[O:14])[C:10](=[O:12])[CH:11]=[C:6]2[N:5]([CH3:18])[C:4]=1[C:19]1[CH:24]=[CH:23][C:22]([O:25][CH3:26])=[CH:21][CH:20]=1)#[N:2].[F:27][C:28]1[CH:35]=[CH:34][CH:33]=[CH:32][C:29]=1[CH2:30]Br.O>CN(C=O)C.[Ag-]=O>[C:1]([C:3]1[CH:4]([C:19]2[CH:24]=[CH:23][C:22]([O:25][CH3:26])=[CH:21][CH:20]=2)[N:5]([CH3:18])[C:6]2[N:7]([CH:9]([C:13]([O:15][CH2:16][CH3:17])=[O:14])[C:10](=[O:12])[CH:11]=2)[C:8]=1[CH2:30][C:29]1[CH:32]=[CH:33][CH:34]=[CH:35][C:28]=1[F:27])#[N:2]. Procedure: To 3-cyano-6-ethoxycarbonyl-2-(4-methoxyphenyl)- 1-methyl-4H -pyrrolo[1,2-a]pyrimid-7-one (351 mg, 1.0 mmol.) in dry DMF (5 mL) under N2, 2-fluorobenzyl bromide (473 mg, 2.5 mmol) and silver(I) oxide (924 mg, 4 mmol) were added. The slurry was stirred for 2 days at room temperature and poured into water (10 mL). Crude product was extracted out from water by ethyl acetate (50 mL). The organic layer was then concentrated and purified by silica gel chromatography (ethyl acetate/hexane) to give a pu...